This data is from the Open Reaction Database (ORD), a public repository of structured organic reaction records. The task is: describe an organic reaction: reactants, conditions, products, and yield The reactants are Cl (HCl), CC1(C=2C=CC(=CC2C(CC1)=O)C(=O)OC)C (methyl 5,5-dimethyl-5,6-dihydro-naphthalen-8(7H)-one-2-carboxylate), CC1(C=2C=CC(=CC2C(CC1)=O)C(=O)OC)C (methyl 5,5-dimethyl-5,6-dihydro-naphthalen-8(7H)-one-2-carboxylate), [OH-].[Na+] (sodiumhydroxide). Run in C(C)O (ethanol), C1CCOC1 (THF). Conditions: time 16 hour. The product is CC1(C=2C=CC=CC2C(CC1)=O)C (5,5-Dimethyl-5,6dihydro-naphthalen-8(7H)-one). As a reaction SMILES: [CH3:1][C:2]1([CH3:17])[CH2:11][CH2:10][C:9](=[O:12])[C:8]2[CH:7]=[C:6](C(OC)=O)[CH:5]=[CH:4][C:3]1=2.[OH-].[Na+].Cl>C(O)C.C1COCC1>[CH3:1][C:2]1([CH3:17])[CH2:11][CH2:10][C:9](=[O:12])[C:8]2[CH:7]=[CH:6][CH:5]=[CH:4][C:3]1=2 |f:1.2|. Reported procedure: To a solution of methyl-5,5-dimethyl-5,6-dihydro-naphthalen-8(7H)-one-2-carboxylate (Compound E2, 1.05 g, 4.5 mmol) in 10 mL of ethanol and THF (10 mL) was added sodiumhydroxide 9 mL (1M solution). The solution was stirred for 16 h and thereafter acidified with 10% HCl. The mixture was extracted with ethyl acetate, the combined organic layer was washed with water and brine, and dried over MgSO4. The solvent was distilled off under reduced pressure to afford the title compound as a white solid. 1... The reactants are C(C)(C)(C)C1=CC=C(C=C1)C (p-tert.butyltoluene), 50, ClC(C)Cl (dichloroethane), [Pb](=O)=O (lead dioxide). Reagents/catalysts: [Ti] (titanium), [Ni] (nickel). Run in S(O)(O)(=O)=O (sulphuric acid). Yields the product C(C)(C)(C)C1=CC=C(C=O)C=C1 (p-tert.butylbenzaldehyde). RXN SMILES: [C:1]([C:5]1[CH:10]=[CH:9][C:8]([CH3:11])=[CH:7][CH:6]=1)([CH3:4])([CH3:3])[CH3:2].ClC(Cl)C.[Pb](=O)=[O:17]>[Ti].[Ni].S(=O)(=O)(O)O>[C:1]([C:5]1[CH:6]=[CH:7][C:8]([CH:11]=[O:17])=[CH:9][CH:10]=1)([CH3:4])([CH3:3])[CH3:2]. Procedure: 2.5 ml of p-tert.butyltoluene, 10 ml of dichloroethane and 110 ml of 10N sulphuric acid are emulsified while stirring magnetically in a glass vessel provided with a cover. Expanded titanium metal (5×5 cm) coated with lead dioxide [lead dioxide-titanium composite electrode described in "Zeitschrift fur Naturforschung" 31 b, 39-50 (1976)] is used as the anode and the cathode is a nickel wire at a distance of 3 cm from the anode. A voltage of 3.4 volt is applied between the electrodes, whereupon a ...